From a dataset of the Open Reaction Database (ORD), a public repository of structured organic reaction records. describe an organic reaction: reactants, conditions, products, and yield Reactants: CNCCNC (N,N′-dimethylethylenediamine), BrC=1C2=C(N(N1)C(C)OCC)SC(=C2)C(=O)OCC (Ethyl 3-bromo-1-(1-ethoxyethyl)-1H-thieno[2,3-c]pyrazole-5-carboxylate), COC1=CC=C(C(=O)N)C=C1 (4-methoxybenzamide), P(=O)([O-])([O-])[O-].[K+].[K+].[K+] (tripotassium phosphate). Reagents/catalysts: [Cu]I (copper(I)iodide). Solvent: O1CCOCC1 (dioxane). Run at temperature 110 celsius. Yields the product C(C)OC(C)N1N=C(C2=C1SC(=C2)C(=O)O)NC(C2=CC=C(C=C2)OC)=O (1-(1-ethoxyethyl)-3-(4-methoxybenzoylamino)-1H-thieno[2,3-c]pyrazole-5-carboxylic acid), solid. The yield is 11.0%. RXN SMILES: Br[C:2]1[C:3]2[CH:14]=[C:13]([C:15]([O:17]CC)=[O:16])[S:12][C:4]=2[N:5]([CH:7]([O:9][CH2:10][CH3:11])[CH3:8])[N:6]=1.[CH3:20][O:21][C:22]1[CH:30]=[CH:29][C:25]([C:26]([NH2:28])=[O:27])=[CH:24][CH:23]=1.P([O-])([O-])([O-])=O.[K+].[K+].[K+].CNCCNC>[Cu]I.O1CCOCC1>[CH2:10]([O:9][CH:7]([N:5]1[C:4]2[S:12][C:13]([C:15]([OH:17])=[O:16])=[CH:14][C:3]=2[C:2]([NH:28][C:26](=[O:27])[C:25]2[CH:24]=[CH:23][C:22]([O:21][CH3:20])=[CH:30][CH:29]=2)=[N:6]1)[CH3:8])[CH3:11] |f:2.3.4.5|. Reported procedure: Ethyl 3-bromo-1-(1-ethoxyethyl)-1H-thieno[2,3-c]pyrazole-5-carboxylate (10 g, 28 mmol), 4-methoxybenzamide (7.39 g, 48 mmol, 1.7 eq.), copper(I)iodide (0.548 g, 2.88 mmol, 0.1 eq.), preground tripotassium phosphate (18.34 g, 86 mmol, 3 eq.) and 180 mL of anhydrous dioxane degassed beforehand with argon are introduced into a 500 mL round-bottomed flask under argon. 0.306 mL (2.88 mmol, 0.1 eq.) of N,N′-dimethylethylenediamine is added to this suspension by syringe. The reaction mixture is then he... Starting materials: NNC(=S)N (thiosemicarbazide), N1=CC=CC=C1 (pyridine), ClC=1C=C(C(=O)O)C=CN1 (2-chloroisonicotinic acid). Run in O=S(Cl)Cl (SOCl2), O=S(Cl)Cl (SOCl2). Reaction conditions: time 2 hour. Product: ClC=1C=C(C(=O)NNC(=S)N)C=CN1 (1-(2-Chloroisonicotinoyl)thiosemicarbazide). As a reaction SMILES: [Cl:1][C:2]1[CH:3]=[C:4]([CH:8]=[CH:9][N:10]=1)[C:5](O)=[O:6].[NH2:11][NH:12][C:13]([NH2:15])=[S:14].N1C=CC=CC=1>O=S(Cl)Cl>[Cl:1][C:2]1[CH:3]=[C:4]([CH:8]=[CH:9][N:10]=1)[C:5]([NH:11][NH:12][C:13]([NH2:15])=[S:14])=[O:6]. Reported procedure: 2-chloroisonicotinic acid 8.1.A (5000 mg, 31735 μmol) was refluxed in SOCl2 overnight under nitrogen. Another 4 mL of SOCl2 was added in the morning. After 2 hr., solution cleared up. The r×n was then concentrated and added to a thiosemicarbazide (2892 mg, 31735 μmol)/pyridine solution at 0° C. After 4 hr., LC/MS showed product MS along with many side peaks. The reaction was stopped and concentrated. Water and a small amount of EtOAc were added, precipitates were generated. Filtered and washed t... The reactants are [OH-].[Na+] (sodium hydroxide), C(C)(C)(C)OC(=O)NS(=O)(=O)C1=C(C=CC=C1)C1=CC=C(C=C1)CN1C(N(N=C1CCCC)C1=C(C=C(C=C1)[N+](=O)[O-])C(F)(F)F)=O (4-[[2'-[N-(t-Butoxycarbonyl)sulfamoyl]biphenyl-4-yl]methyl]-5-n-butyl-2,4-dihydro-2-[4-nitro-2-(trifluoromethyl)phenyl}-3H-1,2,4-triazol-3-one), stannous chloride, Cl (hydrochloric acid). Run in C1CCOC1 (THF). Yields the product NC1=CC(=C(C=C1)N1N=C(N(C1=O)CC1=CC=C(C=C1)C1=C(C=CC=C1)S(NC(=O)OC(C)(C)C)(=O)=O)CCCC)C(F)(F)F (2-[4-Amino-2-(trifluoromethyl)phenyl]-4-[[2'-[N-(t-butoxycarbonyl)sulfamoyl]biphenyl-4-yl]methyl]-5-n-butyl-2,4-dihydro-3H-1,2,4-triazol-3-one), desired material. Reaction SMILES: [C:1]([O:5][C:6]([NH:8][S:9]([C:12]1[CH:17]=[CH:16][CH:15]=[CH:14][C:13]=1[C:18]1[CH:23]=[CH:22][C:21]([CH2:24][N:25]2[C:29]([CH2:30][CH2:31][CH2:32][CH3:33])=[N:28][N:27]([C:34]3[CH:39]=[CH:38][C:37]([N+:40]([O-])=O)=[CH:36][C:35]=3[C:43]([F:46])([F:45])[F:44])[C:26]2=[O:47])=[CH:20][CH:19]=1)(=[O:11])=[O:10])=[O:7])([CH3:4])([CH3:3])[CH3:2].Cl.[OH-].[Na+]>C1COCC1>[NH2:40][C:37]1[CH:38]=[CH:39][C:34]([N:27]2[C:26](=[O:47])[N:25]([CH2:24][C:21]3[CH:20]=[CH:19][C:18]([C:13]4[CH:14]=[CH:15][CH:16]=[CH:17][C:12]=4[S:9](=[O:10])(=[O:11])[NH:8][C:6]([O:5][C:1]([CH3:3])([CH3:4])[CH3:2])=[O:7])=[CH:23][CH:22]=3)[C:29]([CH2:30][CH2:31][CH2:32][CH3:33])=[N:28]2)=[C:35]([C:43]([F:44])([F:45])[F:46])[CH:36]=1 |f:2.3|. Procedure details: The title compound is prepared from 4-[[2'-[N-(t-butoxycarbonyl)sulfamoyl]biphenyl-4-yl]methyl]-5-n-butyl-2,4-dihydro-2-[4-nitro-2-(trifluoromethyl)phenyl]-3H-1,2,4-triazol-3-one (from Example 21) by treatment with excess stannous chloride and concentrated hydrochloric acid in THF at 0° C. The reaction is worked up by treatment with excess sodium hydroxide, and the product is extracted with ethyl acetate. After drying over anhydrous sodium sulfate and removal of volatiles, the crude product is f... Reactants: Cl.N[C@H]1CC[C@H](CC1)O (cis-4-aminocyclohexanol hydrochloride), N[C@@H]1CC[C@H](CC1)OC=1C=C2C=CNC(C2=CC1C)=O (6-(trans-4-Amino-cyclohexyloxy)-7-methyl-2H-isoquinolin-1-one), Cl.N[C@H]1CC[C@H](CC1)OC=1C=C2C=CNC(C2=CC1C)=O (6-(cis-4-amino-cyclohexyloxy)-7-methyl-2H-isoquinolin-1-one hydrochloride). Yields the product N[C@H]1CC[C@H](CC1)OC=1C=C2C=CNC(C2=CC1C)=O (6-(cis-4-Aminocyclohexyloxy)-7-methyl-2H-isoquinolin-1-one). As a reaction SMILES: Cl.N[C@@H]1CC[C@H](O)CC1.[NH2:10][C@H:11]1[CH2:16][CH2:15][C@H:14]([O:17][C:18]2[CH:19]=[C:20]3[C:25](=[CH:26][C:27]=2[CH3:28])[C:24](=[O:29])[NH:23][CH:22]=[CH:21]3)[CH2:13][CH2:12]1.Cl.N[C@@H]1CC[C@H](OC2C=C3C(=CC=2C)C(=O)NC=C3)CC1>>[NH2:10][C@@H:11]1[CH2:12][CH2:13][C@H:14]([O:17][C:18]2[CH:19]=[C:20]3[C:25](=[CH:26][C:27]=2[CH3:28])[C:24](=[O:29])[NH:23][CH:22]=[CH:21]3)[CH2:15][CH2:16]1 |f:0.1,3.4|. Procedure: From 2.55 g (16.8 mmol) of cis-4-aminocyclohexanol hydrochloride and 5.0 g (16.8 mmol) of 6-fluoro-2-(4-methoxy-benzyl)-7-methyl-2H-isoquinolin-1-one (25, step b) were prepared 0.98 g of 6-(cis-4-amino-cyclohexyloxy)-7-methyl-2H-isoquinolin-1-one hydrochloride as described in example 25 (steps c and d). Rt=0.99 min (Method B). Detected mass: 273.18 (M+H+).